This data is from the Open Reaction Database (ORD), a public repository of structured organic reaction records. The task is: describe an organic reaction: reactants, conditions, products, and yield Reactants: O1C2C(C3=CC=CC=C3C(C21)=O)=O (2,3-epoxy-2,3-dihydro-1,4-naphthoquinone), FC(C=1C=C(C=CC1)N1CCNCC1)(F)F (N-[3-(trifluoromethyl) phenyl]-piperazine). Run in C(C)O (ethanol). Run at time 20 hour. Yields the product OC=1C(C2=CC=CC=C2C(C1N1CCN(CC1)C1=CC(=CC=C1)C(F)(F)F)=O)=O (2-Hydroxy-3-[4-[3-(trifluoromethyl) phenyl]-1-piperazinyl]-1,4-naphthalenedione). Isolated yield 29.9%. As a reaction SMILES: [O:1]1[CH:11]2[CH:2]1[C:3](=[O:13])[C:4]1[C:9]([C:10]2=[O:12])=[CH:8][CH:7]=[CH:6][CH:5]=1.[F:14][C:15]([F:29])([F:28])[C:16]1[CH:17]=[C:18]([N:22]2[CH2:27][CH2:26][NH:25][CH2:24][CH2:23]2)[CH:19]=[CH:20][CH:21]=1>C(O)C>[OH:1][C:11]1[C:10](=[O:12])[C:9]2[C:4]([C:3](=[O:13])[C:2]=1[N:25]1[CH2:24][CH2:23][N:22]([C:18]3[CH:19]=[CH:20][CH:21]=[C:16]([C:15]([F:28])([F:29])[F:14])[CH:17]=3)[CH2:27][CH2:26]1)=[CH:5][CH:6]=[CH:7][CH:8]=2. Reported procedure: A mixture of 1.74 g of 2,3-epoxy-2,3-dihydro-1,4-naphthoquinone and 2.30 g of N-[3-(trifluoromethyl) phenyl]-piperazine in 100 ml of absolute ethanol was stirred for 20 hours, then evaporated. The residue was dissolved in dichloromethane, filtered through hydrous magnesium silicate and then chromatographed on silica gel, eluting with hexane:ethyl acetate (4:1), giving 1.2 g of the desired product, mp 167°-169° C. Reactants: N1=CC=CC=C1 (pyridine), C(C)(=O)OC(C)=O (acetic anhydride), N, N-dimethylaminopyridine, C(C)(=O)OCC (ethyl acetate), C(C)OC(C)O[C@@H]1OC=C([C@@H]2[C@H]1[C@H](CC2)C)CO ((1S, 4aS, 7S, 7aR)-1-[1-(ethoxy)ethoxy]-1,4 a,5,6,7,7a-hexahydro-4-(hydroxymethyl)-7methylcyclopenta[c]pyran). Run in ClCCl (dichloromethane). Conditions: time 5 hour. The product is C(C)(=O)OCC=1[C@@H]2[C@H]([C@@H](OC1)OC(C)OCC)[C@H](CC2)C ((1S, 4aS,7S, 7aR)-4-(acetoxymethyl)-1-[1-(ethoxy)ethoxy]1,4a,5,6,7,7a-hexahydro-7-methylcyclopenta[c]pyran). Isolated yield 79.7%. Reaction SMILES: [CH2:1]([O:3][CH:4]([O:6][C@H:7]1[C@@H:12]2[C@@H:13]([CH3:16])[CH2:14][CH2:15][C@@H:11]2[C:10]([CH2:17][OH:18])=[CH:9][O:8]1)[CH3:5])[CH3:2].N1C=CC=CC=1.[C:25](OC(=O)C)(=[O:27])[CH3:26].C(OCC)(=O)C>ClCCl>[C:25]([O:18][CH2:17][C:10]1[C@H:11]2[CH2:15][CH2:14][C@H:13]([CH3:16])[C@H:12]2[C@H:7]([O:6][CH:4]([O:3][CH2:1][CH3:2])[CH3:5])[O:8][CH:9]=1)(=[O:27])[CH3:26]. Procedure: (1S, 4aS, 7S, 7aR)-1-[1-(ethoxy)ethoxy]-1,4a,5,6,7,7a-hexahydro-4-(hydroxymethyl)-7methylcycopenta[c]pyran (10.0 g, 0.039 mol) obtained in Example 5 was dissolved in 200 ml of dichloromethane. After 9.52 ml (0.12 mol) of pyridine, 11.2 ml (0.12 mol) of acetic anhydride and 100 mg of N, N-dimethylaminopyridine were added, the reaction mixture was stirred at room temperature for 5 hours. After 600 ml of ethyl acetate was added to the reaction mixture solution, the organic layer was washed with wat... Starting materials: CCOC(C)=O, CCCCCC, CC(C)O, [Cu]I, COc1cccc(I)c1, [K+], [K+], [K+], NCc1ccccc1, OCCO, O=P([O-])([O-])[O-]. Product: COc1cccc(NCc2ccccc2)c1. RXN SMILES: [C:32]([O:33][CH2:34][CH3:35])(=[O:36])[CH3:37].[CH3:38][CH2:39][CH2:40][CH2:41][CH2:42][CH3:43].[CH3:44][CH:45]([OH:46])[CH3:47].[Cu:30][I:31].[I:17][c:18]1[cH:19][c:20]([O:24][CH3:25])[cH:21][cH:22][cH:23]1.[K+:6].[K+:7].[K+:8].[NH2:9][CH2:10][c:11]1[cH:12][cH:13][cH:14][cH:15][cH:16]1.[OH:26][CH2:27][CH2:28][OH:29].[P:1]([O-:2])([O-:3])([O-:4])=[O:5]>>[NH:9]([CH2:10][c:11]1[cH:12][cH:13][cH:14][cH:15][cH:16]1)[c:18]1[cH:19][c:20]([O:24][CH3:25])[cH:21][cH:22][cH:23]1. The reactants are Br, CC(=O)O, O=C(NCCOc1ccc(Cc2nc(C3CCCCN3S(=O)(=O)c3nc4ccccc4[nH]3)no2)cc1)OCc1ccccc1. Yields the product NCCOc1ccc(Cc2nc(C3CCCCN3S(=O)(=O)c3nc4ccccc4[nH]3)no2)cc1. Reaction SMILES: [BrH:45].[CH3:46][C:47](=[O:48])[OH:49].[nH:1]1[c:2]([S:10](=[O:11])(=[O:12])[N:13]2[CH:14]([c:19]3[n:20][o:21][c:22]([CH2:24][c:25]4[cH:26][cH:27][c:28]([O:29][CH2:30][CH2:31][NH:32][C:33](=[O:34])[O:35][CH2:36][c:37]5[cH:38][cH:39][cH:40][cH:41][cH:42]5)[cH:43][cH:44]4)[n:23]3)[CH2:15][CH2:16][CH2:17][CH2:18]2)[n:3][c:4]2[c:5]1[cH:6][cH:7][cH:8][cH:9]2>>[nH:1]1[c:2]([S:10](=[O:11])(=[O:12])[N:13]2[CH:14]([c:19]3[n:20][o:21][c:22]([CH2:24][c:25]4[cH:26][cH:27][c:28]([O:29][CH2:30][CH2:31][NH2:32])[cH:43][cH:44]4)[n:23]3)[CH2:15][CH2:16][CH2:17][CH2:18]2)[n:3][c:4]2[c:5]1[cH:6][cH:7][cH:8][cH:9]2. The reactants are [BH4-].[Na+] (Sodium borohydride), [I-].C(C)(=O)NCC1=CC=[N+](C=C1)CC (4-acetylaminomethyl-1-ethylpyridinium iodide). Run in CO (methanol). Reaction conditions: temperature 75 celsius, time 3 hour. Product: C(C)(=O)NCC=1CCN(CC1)CC (4-acetylaminomethyl-1-ethyl-1,2,3,6-tetrahydropyridine). Yield: 88.4%. RXN SMILES: [BH4-].[Na+].[I-].[C:4]([NH:7][CH2:8][C:9]1[CH:14]=[CH:13][N+:12]([CH2:15][CH3:16])=[CH:11][CH:10]=1)(=[O:6])[CH3:5]>CO>[C:4]([NH:7][CH2:8][C:9]1[CH2:14][CH2:13][N:12]([CH2:15][CH3:16])[CH2:11][CH:10]=1)(=[O:6])[CH3:5] |f:0.1,2.3|. Procedure details: Sodium borohydride (21.96 g) was added portionwise to a solution of 4-acetylaminomethyl-1-ethylpyridinium iodide (44.43 g) in methanol (400 ml) below 20° C. and the mixture was stirred at 75° C. for 3 hours. The mixture was evaporated in vacuo and the residue was poured into 0.7N aqueous solution of sodium hydroxide (115 ml). The mixture was extracted with methylene chloride. The extracts were washed with brine, dried over magnesium sulfate and evaporated in vacuo. The residue was purified by va... Reactants: CC(C)(C)c1cccc(NC(=O)c2ccc(Br)cc2F)c1, CC(C)(C)OC(=O)N1CCNCC1, CC(C)(C)c1cccc(NC(=O)c2ccc(N3CCNCC3)c(F)c2)c1. The product is CC(C)(C)c1cccc(NC(=O)c2ccc(N3CCNCC3)cc2F)c1. As a reaction SMILES: [Br:1][c:2]1[cH:3][c:4]([F:21])[c:5]([C:6](=[O:7])[NH:8][c:9]2[cH:10][c:11]([C:15]([CH3:16])([CH3:17])[CH3:18])[cH:12][cH:13][cH:14]2)[cH:19][cH:20]1.[C:22]([O:23][C:24](=[O:25])[N:29]1[CH2:30][CH2:31][NH:32][CH2:33][CH2:34]1)([CH3:26])([CH3:27])[CH3:28].[C:35]([c:36]1[cH:37][c:38]([NH:39][C:40](=[O:41])[c:42]2[cH:43][cH:44][c:45]([N:46]3[CH2:47][CH2:48][NH:49][CH2:50][CH2:51]3)[c:52]([F:53])[cH:54]2)[cH:55][cH:56][cH:57]1)([CH3:58])([CH3:59])[CH3:60]>>[c:2]1([N:29]2[CH2:30][CH2:31][NH:32][CH2:33][CH2:34]2)[cH:3][c:4]([F:21])[c:5]([C:6](=[O:7])[NH:8][c:9]2[cH:10][c:11]([C:15]([CH3:16])([CH3:17])[CH3:18])[cH:12][cH:13][cH:14]2)[cH:19][cH:20]1. The reactants are Br, COc1cc(N)c(C(=O)c2ccccc2)cc1OC, N, O. The product is COc1cc(N)c(C(=O)c2ccccc2)cc1O. As a reaction SMILES: [BrH:20].[NH2:1][c:2]1[c:3]([C:12](=[O:13])[c:14]2[cH:15][cH:16][cH:17][cH:18][cH:19]2)[cH:4][c:5]([O:10][CH3:11])[c:6]([O:8][CH3:9])[cH:7]1.[NH3:21].[OH2:22]>>[NH2:1][c:2]1[c:3]([C:12](=[O:13])[c:14]2[cH:15][cH:16][cH:17][cH:18][cH:19]2)[cH:4][c:5]([OH:10])[c:6]([O:8][CH3:9])[cH:7]1.